This data is from the Open Reaction Database (ORD), a public repository of structured organic reaction records. The task is: describe an organic reaction: reactants, conditions, products, and yield Starting materials: ClC1=C(C=CC(=C1)I)F (2-chloro-1-fluoro-4-iodobenzene), C(C)N(C1CN(CC1)C(=O)C1=NNC(=C1C)C1=CC(=CC=C1)C#C)CC ((3-diethylamino-pyrrolidin-1-yl)-[5-(3-ethynyl-phenyl)-4-methyl-1H-pyrazol-3-yl]-methanone). Yields the product ClC=1C=C(C=CC1F)C#CC=1C=C(C=CC1)C1=C(C(=NN1)C(=O)N1CC(CC1)N(CC)CC)C ({5-[3-(3-Chloro-4-fluoro-phenylethynyl)-phenyl]-4-methyl-1H-pyrazol-3-yl}-(3-diethylamino-pyrrolidin-1-yl)-methanone). The yield is 68.0%. As a reaction SMILES: [Cl:1][C:2]1[CH:7]=[C:6](I)[CH:5]=[CH:4][C:3]=1[F:9].[CH2:10]([N:12]([CH2:34][CH3:35])[CH:13]1[CH2:17][CH2:16][N:15]([C:18]([C:20]2[C:24]([CH3:25])=[C:23]([C:26]3[CH:31]=[CH:30][CH:29]=[C:28]([C:32]#[CH:33])[CH:27]=3)[NH:22][N:21]=2)=[O:19])[CH2:14]1)[CH3:11]>>[Cl:1][C:2]1[CH:7]=[C:6]([C:33]#[C:32][C:28]2[CH:27]=[C:26]([C:23]3[NH:22][N:21]=[C:20]([C:18]([N:15]4[CH2:16][CH2:17][CH:13]([N:12]([CH2:34][CH3:35])[CH2:10][CH3:11])[CH2:14]4)=[O:19])[C:24]=3[CH3:25])[CH:31]=[CH:30][CH:29]=2)[CH:5]=[CH:4][C:3]=1[F:9]. Procedure details: In analogy to the procedure described in Example 31F], 2-chloro-1-fluoro-4-iodobenzene and (3-diethylamino-pyrrolidin-1-yl)-[5-(3-ethynyl-phenyl)-4-methyl-1H-pyrazol-3-yl]-methanone (Example 31E]) gave the title compound in 68% yield light yellow foam. MS: 479.2 (MH+, 1 Cl).